Dataset: the Open Reaction Database (ORD), a public repository of structured organic reaction records. Task: describe an organic reaction: reactants, conditions, products, and yield Starting materials: IC1=CC=C(C(=O)OC)C=C1 (methyl 4-iodobenzoate), C(#C)C1=C(C=CC=C1)NC(C)=O (N-(2-ethynylphenyl)acetamide). Product: C(C)(=O)N1C(=CC2=CC=CC=C12)C1=CC=C(C(=O)OC)C=C1 (methyl 4-(1-acetyl-1H-indol-2-yl)benzoate). Yield: 59.0%. RXN SMILES: I[C:2]1[CH:11]=[CH:10][C:5]([C:6]([O:8][CH3:9])=[O:7])=[CH:4][CH:3]=1.[C:12]([C:14]1[CH:19]=[CH:18][CH:17]=[CH:16][C:15]=1[NH:20][C:21](=[O:23])[CH3:22])#[CH:13]>>[C:21]([N:20]1[C:15]2[C:14](=[CH:19][CH:18]=[CH:17][CH:16]=2)[CH:12]=[C:13]1[C:2]1[CH:11]=[CH:10][C:5]([C:6]([O:8][CH3:9])=[O:7])=[CH:4][CH:3]=1)(=[O:23])[CH3:22]. Reported procedure: The general procedure was used to convert methyl 4-iodobenzoate and N-(2-ethynylphenyl)acetamide to the title product. Purification by flash chromatography gave the analytically pure product as a white solid, 59% yield. 1H NMR (300 MHz, DMSO) δ 8.20-8.17 (d, J=8.2, 1H), 8.06-8.04 (d, J=8.2, 2H), 7.70-7.67 (d, J=8.3, 2H), 7.66-7.64 (d, J=7.7, 1H), 7.41-7.28 (m, 2H), 6.91 (s, 1H), 3.89 (s, 3H), 2.20 (s, 3H). 13C NMR (75 MHz, DMSO) δ 171.63, 166.71, 139.56, 139.00, 138.06, 130.21, 129.96, 129.78, 1... Reactants: CN=C=O (methyl isocyanate), glass, OC1=C(C=NC2=CC=C(C3=CC=CC=C23)O)C=CC=C1 (4-(2-hydroxybenzylideneamino)-1-naphthol). The reagents and catalysts are C(C)(=O)[O-].C(C)(=O)[O-].C(CCC)[Sn+2]CCCC (dibutyl tin diacetate). The solvent is O1CCCC1 (tetrahydrofuran). Run at time 18 hour. Yields the product CNC(OC1=CC=C(C2=CC=CC=C12)N=CC1=C(C=CC=C1)O)=O (4-(2-hydroxybenzylideneamino)naphth-1-yl methylcarbamate). The yield is 100.0%. Reaction SMILES: [OH:1][C:2]1[CH:20]=[CH:19][CH:18]=[CH:17][C:3]=1[CH:4]=[N:5][C:6]1[C:15]2[C:10](=[CH:11][CH:12]=[CH:13][CH:14]=2)[C:9]([OH:16])=[CH:8][CH:7]=1.[CH3:21][N:22]=[C:23]=[O:24]>C([O-])(=O)C.C([O-])(=O)C.C([Sn+2]CCCC)CCC.O1CCCC1>[CH3:21][NH:22][C:23](=[O:24])[O:16][C:9]1[C:10]2[C:15](=[CH:14][CH:13]=[CH:12][CH:11]=2)[C:6]([N:5]=[CH:4][C:3]2[CH:17]=[CH:18][CH:19]=[CH:20][C:2]=2[OH:1])=[CH:7][CH:8]=1 |f:2.3.4|. Procedure: To a 350 milliliter glass pressure bottle equipped with a magnetic stirrer was added 4.00 grams (0.015 moles) of 4-(2-hydroxybenzylideneamino)-1-naphthol prepared in Part A, 1.03 grams (0.018 moles) of methyl isocyanate, 100 milliliters of tetrahydrofuran and 5 drops of dibutyl tin diacetate. The resulting reaction mixture was stirred for 18 hours at room temperature after which the volatiles were removed under reduced pressure and the remaining residue dissolved in ether. The ethereal solution ... Starting materials: N1=CC=CC=C1 (pyridine), C(C1=CC=CC=C1)OC=1C=CC(=C(C(=O)OC)C1)N (Methyl 5-(benzyloxy)-2-(amino)benzoate), S1C(=CC=C1)S(=O)(=O)Cl (Thiophene-2-sulfonyl chloride). Run in C(Cl)Cl (DCM). Conditions: time 1 hour. Product: C(C1=CC=CC=C1)OC=1C=CC(=C(C(=O)OC)C1)NS(=O)(=O)C=1SC=CC1 (methyl 5-(benzyloxy)-2-(thiophene-2-sulfonamido)benzoate). As a reaction SMILES: [CH2:1]([O:8][C:9]1[CH:10]=[CH:11][C:12]([NH2:19])=[C:13]([CH:18]=1)[C:14]([O:16][CH3:17])=[O:15])[C:2]1[CH:7]=[CH:6][CH:5]=[CH:4][CH:3]=1.N1C=CC=CC=1.[S:26]1[CH:30]=[CH:29][CH:28]=[C:27]1[S:31](Cl)(=[O:33])=[O:32]>C(Cl)Cl>[CH2:1]([O:8][C:9]1[CH:10]=[CH:11][C:12]([NH:19][S:31]([C:27]2[S:26][CH:30]=[CH:29][CH:28]=2)(=[O:33])=[O:32])=[C:13]([CH:18]=1)[C:14]([O:16][CH3:17])=[O:15])[C:2]1[CH:3]=[CH:4][CH:5]=[CH:6][CH:7]=1. Procedure details: Methyl 5-(benzyloxy)-2-(amino)benzoate ([116027-17-9], 1.3 g, 5.06 mmol) was stirred in DCM (20 mL) and pyridine (1.2 mL) at 0° C. Thiophene-2-sulfonyl chloride (1.02 g, 5.56 mmol) was added. After one hour, the cooling bath was removed and the reaction was stirred overnight. The mixture was washed once with 10% aqueous HCl. The organics were dried and concentrated. Chromatography (20 to 40% ethyl acetate in hexanes) gave the title compound. [M+H] calc'd for C19H17NO5S2, 404; found, 404. The reactants are CC#N, O=P(Cl)(Cl)Cl, NC(=O)c1noc(C(F)(C2Cc3[nH]c4ccc(Cl)cc4c3C2)S(=O)(=O)c2ccccc2)n1. Yields the product N#Cc1noc(C(F)(C2Cc3[nH]c4ccc(Cl)cc4c3C2)S(=O)(=O)c2ccccc2)n1. Reaction SMILES: [CH3:38][C:39]#[N:40].[P:33]([Cl:34])([Cl:35])([Cl:36])=[O:37].[c:1]1([S:7](=[O:8])(=[O:9])[C:10]([c:11]2[n:12][c:13]([C:16](=[O:17])[NH2:18])[n:14][o:15]2)([F:19])[CH:20]2[CH2:21][c:22]3[c:23]([nH:24][c:25]4[cH:26][cH:27][c:28]([Cl:31])[cH:29][c:30]34)[CH2:32]2)[cH:2][cH:3][cH:4][cH:5][cH:6]1>>[c:1]1([S:7](=[O:8])(=[O:9])[C:10]([c:11]2[n:12][c:13]([C:16]#[N:18])[n:14][o:15]2)([F:19])[CH:20]2[CH2:21][c:22]3[c:23]([nH:24][c:25]4[cH:26][cH:27][c:28]([Cl:31])[cH:29][c:30]34)[CH2:32]2)[cH:2][cH:3][cH:4][cH:5][cH:6]1. Starting materials: ClC1=CC(=NC=C1)C1=C(C#N)C=CC=C1 (2-(4-Chloropyridin-2-yl)benzonitrile), C(CCC)[Sn](C1=CN=C2N1C=CC(=N2)C(F)(F)F)(CCCC)CCCC (3-tributylstannyl-7-trifluoromethylimidazo[1,2-α]pyrimidine). The product is FC(C1=NC=2N(C=C1)C(=CN2)C2=CC(=NC=C2)C2=C(C#N)C=CC=C2)(F)F (2-[4-(7-trifluoromethyl-imidazo[1,2-α]pyrimidin-3-yl)pyridin-2-yl]benzonitrile). Yield: 13.7%. Reaction SMILES: Cl[C:2]1[CH:7]=[CH:6][N:5]=[C:4]([C:8]2[CH:15]=[CH:14][CH:13]=[CH:12][C:9]=2[C:10]#[N:11])[CH:3]=1.C([Sn](CCCC)(CCCC)[C:21]1[N:25]2[CH:26]=[CH:27][C:28]([C:30]([F:33])([F:32])[F:31])=[N:29][C:24]2=[N:23][CH:22]=1)CCC>>[F:32][C:30]([F:31])([F:33])[C:28]1[CH:27]=[CH:26][N:25]2[C:21]([C:2]3[CH:7]=[CH:6][N:5]=[C:4]([C:8]4[CH:15]=[CH:14][CH:13]=[CH:12][C:9]=4[C:10]#[N:11])[CH:3]=3)=[CH:22][N:23]=[C:24]2[N:29]=1. Reported procedure: 2-(4-Chloropyridin-2-yl)benzonitrile (65 mg, 0.3 mmol) was coupled with 3-tributylstannyl-7-trifluoromethylimidazo[1,2-α]pyrimidine (0.6 mmol) as described in Example 1 to give 2-[4-(7-trifluoromethyl-imidazo[1,2-α]pyrimidin-3-yl)pyridin-2-yl]benzonitrile (15 mg) as a white solid: δH (400 MHz, DMSO) 7.62 (1H, d, J 7.0), 7.69 (1H, m), 7.88 (1H, m), 7.93 (1H, dd, J 5 and 2), 8.04 (2H, m), 8.27 (1H, d, J 1), 8.60 (1H, s), 8.92 (1H, dd, J 5 and 1), 9.60 (1H, d, J 8); m/z (ES+) 366 (M++H). The reactants are COC1=CC=C(COC(CCC(C)(NC(=O)OCC2=CC=C(C=C2)[N+](=O)[O-])C)=O)C=C1 (4-methyl-4-p-nitrobenzyloxycarbonylaminovaleric acid p-methoxybenzyl ester), C1(=CC=CC=C1)OC (anisole), FC(C(=O)O)(F)F (trifluoroacetic acid). Solvent: C(C)OCC (diethyl ether). Reaction conditions: time 15 minute. Yields the product CC(CCC(=O)O)(C)NC(=O)OCC1=CC=C(C=C1)[N+](=O)[O-] (4-methyl-4-p-nitrobenzyloxycarbonylaminovaleric acid). Reaction SMILES: COC1C=CC(C[O:8][C:9](=[O:29])[CH2:10][CH2:11][C:12]([CH3:28])([NH:14][C:15]([O:17][CH2:18][C:19]2[CH:24]=[CH:23][C:22]([N+:25]([O-:27])=[O:26])=[CH:21][CH:20]=2)=[O:16])[CH3:13])=CC=1.C1(OC)C=CC=CC=1.FC(F)(F)C(O)=O>C(OCC)C>[CH3:28][C:12]([NH:14][C:15]([O:17][CH2:18][C:19]1[CH:20]=[CH:21][C:22]([N+:25]([O-:27])=[O:26])=[CH:23][CH:24]=1)=[O:16])([CH3:13])[CH2:11][CH2:10][C:9]([OH:29])=[O:8]. Procedure: A mixture of 4-methyl-4-p-nitrobenzyloxycarbonylaminovaleric acid p-methoxybenzyl ester (25 g), anisole (25 g) and trifluoroacetic acid (125 ml) was stirred for 15 minutes at room temperature. Evaporation of trifluoroacetic acid gave an oily residue which was then dissolved in diethyl ether. The ether solution was extracted with aqueous sodium carbonate. The aqueous layer was washed with diether ether, acidified with dilute hydrochloric acid and extracted with benzene. The benzene extract was wa... Starting materials: S(=O)(=O)(Cl)Cl (Sulfuryl chloride), S(=O)(=O)(Cl)Cl (sulfuryl chloride), C1(=CC=CC=C1O)C (o-cresol), C1(=CC=CC=C1O)C (o-cresol). The product is ClC=1C=C(C(=CC1)O)C (4-chloro-o-cresol). The yield is 84.0%. Reaction SMILES: S(Cl)([Cl:4])(=O)=O.[C:6]1([CH3:13])[C:11]([OH:12])=[CH:10][CH:9]=[CH:8][CH:7]=1>>[Cl:4][C:8]1[CH:7]=[C:6]([CH3:13])[C:11]([OH:12])=[CH:10][CH:9]=1. Procedure details: The chlorination of aromatic compounds with sulfuryl chloride is generally known. For example, DuBois in Z. F. Chem. 705 (1866) reported that treatment of molten phenol with an equal molar amount of sulfuryl chloride yields only p-chlorophenol. Sulfuryl chloride was first reported as a chlorinating agent for o-cresol by Sah and Anderson in J. Am. Chem. Soc. 63, 3164 (1941). Their data showed that o-cresol reacted with sulfuryl chloride to yield 84% of the 4-chloro-o-cresol. The reactants are NC1=NC=CC(=N1)C1=CN=C(N1CC1CC1)C (2-Amino-4-(1-cyclopropylmethyl-2-methylimidazol-5-yl)pyrimidine), COCCN(S(=O)(=O)C1=CC=C(C=C1)I)C(C)(C)C (N-(2-methoxyethyl)-N-(t-butyl)-4-iodobenzenesulphonamide), C(C)(=O)O (acetic acid). Run in O (water). Product: C1(CC1)CN1C(=NC=C1C1=NC(=NC=C1)NC1=CC=C(C=C1)S(N(C(C)(C)C)CCOC)(=O)=O)C (4-(1-Cyclopropylmethyl-2-methylimidazol-5-yl)-2-{4-[N-(2-methoxyethyl)-N-(t-butyl)sulphamoyl]anilino}pyrimidine). Isolated yield 32.2%. Reaction SMILES: [NH2:1][C:2]1[N:7]=[C:6]([C:8]2[N:12]([CH2:13][CH:14]3[CH2:16][CH2:15]3)[C:11]([CH3:17])=[N:10][CH:9]=2)[CH:5]=[CH:4][N:3]=1.[CH3:18][O:19][CH2:20][CH2:21][N:22]([C:33]([CH3:36])([CH3:35])[CH3:34])[S:23]([C:26]1[CH:31]=[CH:30][C:29](I)=[CH:28][CH:27]=1)(=[O:25])=[O:24].C(O)(=O)C>O>[CH:14]1([CH2:13][N:12]2[C:8]([C:6]3[CH:5]=[CH:4][N:3]=[C:2]([NH:1][C:29]4[CH:28]=[CH:27][C:26]([S:23](=[O:24])(=[O:25])[N:22]([CH2:21][CH2:20][O:19][CH3:18])[C:33]([CH3:36])([CH3:34])[CH3:35])=[CH:31][CH:30]=4)[N:7]=3)=[CH:9][N:10]=[C:11]2[CH3:17])[CH2:15][CH2:16]1. Procedure details: 2-Amino-4-(1-cyclopropylmethyl-2-methylimidazol-5-yl)pyrimidine (Method 54; 2 g, 8.73 mmol) was treated with N-(2-methoxyethyl)-N-(t-butyl)-4-iodobenzenesulphonamide (Method 77; 3.82 g, 9.61 mmol) under the conditions described in Example 22. The reaction was quenched by the addition of acetic acid (250 μl, 4.37 mmol), the mixture was poured into water and extracted with EtOAc. The extracts were combined, washed with water and then brine, dried and the solvent removed by evaporation. The residue...